Dataset: the Open Reaction Database (ORD), a public repository of structured organic reaction records. Task: describe an organic reaction: reactants, conditions, products, and yield Starting materials: FC1=CC(=C(C=C1N1CCNCC1)N)N (4-fluoro-5-(piperazin-1-yl)-1,2-phenylenediamine), [K+].[Br-] (KBr), C(=S)=S (carbon disulfide), [OH-].[K+] (potassium hydroxide). Solvent: O (water), C(C)O (ethanol). The product is FC=1C(=CC2=C(NC(=N2)S)C1)N1CCNCC1 (6-Fluoro-5-(piperazin-1-yl)-2-mercapto-1H-benzimidazole). The yield is 81.2%. Reaction SMILES: [F:1][C:2]1[C:7]([N:8]2[CH2:13][CH2:12][NH:11][CH2:10][CH2:9]2)=[CH:6][C:5]([NH2:14])=[C:4]([NH2:15])[CH:3]=1.[C:16](=S)=[S:17].[OH-].[K+].[K+].[Br-]>O.C(O)C>[F:1][C:2]1[C:7]([N:8]2[CH2:9][CH2:10][NH:11][CH2:12][CH2:13]2)=[CH:6][C:5]2[N:14]=[C:16]([SH:17])[NH:15][C:4]=2[CH:3]=1 |f:2.3,4.5|. Procedure details: 6-Fluoro-5-(piperazin-1-yl)-2-mercapto-1H-benzimidazole (4.3 g, 80%) was prepared by an analogous procedure as described in preparation 1 (step 5) using the diamine (4.5 g, 0.021 mol) (obtained in step 2 above), carbon disulfide (1.9 g, 0.025 mol), potassium hydroxide (1.4 g, 0.025 mol), ethanol (25 mL) and water (5 mL). mp 100-10 1 ° C.; IR (KBr) 3133, 1482 cm-1 ; 1H NMR (DMSO-d6) δ 2.25 (s, 1H, SH), 2.90 (m, 4H, N(CH2)2), 4.10 (brs, 1H, NH), 4.48 (m, 4H, N(CH2)2), 6.80 (d, J=8.4 Hz, 1H), 7.00 ... Reactants: Brc1ccc(COc2ccc3c(c2)C24CCCCC2C(C3)NCC4)cc1, O=C([O-])[O-], BrCC1CC1, [Cl-], Cl, [K+], [K+], [Na+], CN(C)C=O. Yields the product Brc1ccc(COc2ccc3c(c2)C24CCCCC2C(C3)N(CC2CC2)CC4)cc1. RXN SMILES: [Br:1][c:2]1[cH:3][cH:4][c:5]([CH2:6][O:7][c:8]2[cH:9][cH:10][c:11]3[c:20]([cH:21]2)[C:19]24[CH:14]([CH:13]([CH2:12]3)[NH:24][CH2:23][CH2:22]2)[CH2:15][CH2:16][CH2:17][CH2:18]4)[cH:25][cH:26]1.[C:28](=[O:29])([O-:30])[O-:31].[CH:34]1([CH2:37][Br:38])[CH2:35][CH2:36]1.[Cl-:39].[ClH:27].[K+:32].[K+:33].[Na+:40].[O:41]=[CH:42][N:43]([CH3:44])[CH3:45]>>[Br:1][c:2]1[cH:3][cH:4][c:5]([CH2:6][O:7][c:8]2[cH:9][cH:10][c:11]3[c:20]([cH:21]2)[C:19]24[CH:14]([CH:13]([CH2:12]3)[N:24]([CH2:37][CH:34]3[CH2:35][CH2:36]3)[CH2:23][CH2:22]2)[CH2:15][CH2:16][CH2:17][CH2:18]4)[cH:25][cH:26]1.